Task: describe an organic reaction: reactants, conditions, products, and yield. Dataset: the Open Reaction Database (ORD), a public repository of structured organic reaction records The reactants are C(C(=O)Cl)(=O)Cl (Oxalyl chloride), BrC=1C=C(OC1Br)C(=O)O (4,5-dibromo-2-furoic acid), CN(C=O)C (dimethylformamide). The solvent is ClCCl (dichloromethane). Reaction conditions: time 4 hour. Yields the product BrC=1C=C(OC1Br)C(=O)Cl (4,5-Dibromo-furan-2-carbonyl chloride). Reaction SMILES: [C:1]([Cl:6])(=[O:5])[C:2](Cl)=[O:3].[Br:7][C:8]1[CH:9]=C(C(O)=O)O[C:12]=1[Br:13].CN(C)C=O>ClCCl>[Br:7][C:8]1[CH:9]=[C:2]([C:1]([Cl:6])=[O:5])[O:3][C:12]=1[Br:13]. Procedure details: Oxalyl chloride (10.4 ml, 0.12 mol) was added to a suspension of 4,5-dibromo-2-furoic acid (27 g, 0.1 mol) in dichloromethane (300 ml) containing dimethylformamide (0.1 ml). The mixture was stirred at room temperature for 4 h and then concentrated in vacuo. The residue was re-dissolved in dichloromethane and concentrated in vacuo; this was repeated to give the title compound which was used directly in the following step. Product: COc1ccc(N2CCN(c3ccc(N=C4SCC(C)(C)N4C)cc3)CC2)cc1. Reactants: COc1ccc(N2CCN(c3ccc(NC4=NC(C)(C)CS4)cc3)CC2)cc1, CN(C)C=O, [H-], CI, [Na+], O. RXN SMILES: [CH3:1][O:2][c:3]1[cH:4][cH:5][c:6]([N:9]2[CH2:10][CH2:11][N:12]([c:15]3[cH:16][cH:17][c:18]([NH:21][C:22]4=[N:26][C:25]([CH3:27])([CH3:28])[CH2:24][S:23]4)[cH:19][cH:20]3)[CH2:13][CH2:14]2)[cH:7][cH:8]1.[CH3:31][N:32]([CH3:33])[CH:34]=[O:35].[H-:29].[I:36][CH3:37].[Na+:30].[OH2:38]>>[CH3:1][O:2][c:3]1[cH:4][cH:5][c:6]([N:9]2[CH2:10][CH2:11][N:12]([c:15]3[cH:16][cH:17][c:18]([N:21]=[C:22]4[S:23][CH2:24][C:25]([CH3:27])([CH3:28])[N:26]4[CH3:31])[cH:19][cH:20]3)[CH2:13][CH2:14]2)[cH:7][cH:8]1. Yields the product COC1=CC(=C(C(=O)NC2=C(C(=O)NC3=CC=C(C=C3)OC)C=CC(=C2)[N+](=O)[O-])C=C1)OCCNC(=O)C=1SC=CC1 (2-[4-Methoxy-2-[2-(thiophen-2-ylcarbonylamino)ethoxy]benzoylamino]-N-(4-methoxyphenyl)-4-nitrobenzamide). The solvent is C(Cl)Cl (methylene chloride). Reported procedure: A mixture of 2-[2-(2-aminoethoxy)-4-methoxybenzoylamino]-N-(4-methoxy-phenyl)-4-nitrobenzamide (227 mg, 0.47 mmol), P-EPC resin (2.09 g, 1.78 mmol), and thiophene-2-carboxylic acid (144 mg, 1.12 mmol) in methylene chloride (15 mL) was shaken in a screw top vial overnight. The reaction was filtered and the solids were washed with 10% methanol in chloroform. The filtrate was concentrated to yield the desired product (265 mg, 0.45 mmol, 95%) as a greenish solid. Yield: 95.7%. Reaction SMILES: [NH2:1][CH2:2][CH2:3][O:4][C:5]1[CH:33]=[C:32]([O:34][CH3:35])[CH:31]=[CH:30][C:6]=1[C:7]([NH:9][C:10]1[CH:26]=[C:25]([N+:27]([O-:29])=[O:28])[CH:24]=[CH:23][C:11]=1[C:12]([NH:14][C:15]1[CH:20]=[CH:19][C:18]([O:21][CH3:22])=[CH:17][CH:16]=1)=[O:13])=[O:8].[S:36]1[CH:40]=[CH:39][CH:38]=[C:37]1[C:41](O)=[O:42]>C(Cl)Cl>[CH3:35][O:34][C:32]1[CH:31]=[CH:30][C:6]([C:7]([NH:9][C:10]2[CH:26]=[C:25]([N+:27]([O-:29])=[O:28])[CH:24]=[CH:23][C:11]=2[C:12]([NH:14][C:15]2[CH:20]=[CH:19][C:18]([O:21][CH3:22])=[CH:17][CH:16]=2)=[O:13])=[O:8])=[C:5]([O:4][CH2:3][CH2:2][NH:1][C:41]([C:37]2[S:36][CH:40]=[CH:39][CH:38]=2)=[O:42])[CH:33]=1. Conditions: time 8 hour. Reactants: NCCOC1=C(C(=O)NC2=C(C(=O)NC3=CC=C(C=C3)OC)C=CC(=C2)[N+](=O)[O-])C=CC(=C1)OC (2-[2-(2-aminoethoxy)-4-methoxybenzoylamino]-N-(4-methoxy-phenyl)-4-nitrobenzamide), resin, S1C(=CC=C1)C(=O)O (thiophene-2-carboxylic acid). The reactants are CC(C)(C)O, FC(F)(F)c1cc(Cl)c(Cl)nc1Cl, Cl, [K+], [OH-]. Yields the product O=c1[nH]c(Cl)c(C(F)(F)F)cc1Cl. As a reaction SMILES: [C:17]([OH:18])([CH3:19])([CH3:20])[CH3:21].[Cl:3][c:4]1[n:5][c:6]([Cl:15])[c:7]([C:11]([F:12])([F:13])[F:14])[cH:8][c:9]1[Cl:10].[ClH:16].[K+:2].[OH-:1]>>[O:1]=[c:4]1[nH:5][c:6]([Cl:15])[c:7]([C:11]([F:12])([F:13])[F:14])[cH:8][c:9]1[Cl:10]. The reactants are [H-].[Na+] (sodium hydride), C(C)S (ethanethiol), CS(=O)(=O)OC1CCN(CC1)C(=O)OC(C)(C)C (tert-butyl 4-[(methylsulfonyl)oxy]piperidine-1-carboxylate). Solvent: CN(C)C=O (DMF). Conditions: temperature 0 celsius, time 30 minute. Yields the product C(C)SC1CCN(CC1)C(=O)OC(C)(C)C (tert-butyl 4-(ethylsulfanyl)piperidine-1-carboxylate). Reaction SMILES: [CH2:1]([SH:3])[CH3:2].[H-].[Na+].CS(O[CH:11]1[CH2:16][CH2:15][N:14]([C:17]([O:19][C:20]([CH3:23])([CH3:22])[CH3:21])=[O:18])[CH2:13][CH2:12]1)(=O)=O>CN(C=O)C>[CH2:1]([S:3][CH:11]1[CH2:16][CH2:15][N:14]([C:17]([O:19][C:20]([CH3:23])([CH3:22])[CH3:21])=[O:18])[CH2:13][CH2:12]1)[CH3:2] |f:1.2|. Reported procedure: To a cooled (0° C.) solution of 0.20 ml (2.6 mmol) of ethanethiol in 7 ml of DMF was added 0.11 g (2.7 mmol) of sodium hydride. The mixture was stirred at 0° C. for 30 min, then 0.50 g, (1.7 mmol) of the title compound from Step A was added. The solution was allowed to stir for 2 h and then quenched with 50 mL of a saturated aqueous sodium bicarbonate solution. The layers were separated and the aqueous phase extracted with ethyl acetate (3×50 mL). The combined organic extracts were washed with b... Starting materials: C1([C@@H](O)[C@H](O)[C@H](O1)CO)N1C(=O)N=C(N)C=C1 (arabinofuranosylcytosine), resultant solution, C(O)([O-])=O.[Na+] (sodium hydrogen carbonate), C(CCCCCCCC)OC(=O)Cl (nonyloxycarbonyl chloride). Solvent: CC(=O)N(C)C (dimethylacetamide). Conditions: temperature 22.5 celsius, time 2 hour. The product is C(CCCCCCCC)OC(=O)NC1=NC(N(C=C1)[C@H]1[C@@H](O)[C@H](O)[C@H](O1)CO)=O (N4 -nonyloxycarbonyl-1-β-D-arabinofuranosylcytosine). Isolated yield 37.3%. As a reaction SMILES: [CH:1]1([N:10]2[CH:17]=[CH:16][C:14]([NH2:15])=[N:13][C:11]2=[O:12])[O:7][C@H:6]([CH2:8][OH:9])[C@@H:4]([OH:5])[C@@H:2]1[OH:3].C(=O)([O-])O.[Na+].[CH2:23]([O:32][C:33](Cl)=[O:34])[CH2:24][CH2:25][CH2:26][CH2:27][CH2:28][CH2:29][CH2:30][CH3:31]>CC(N(C)C)=O>[CH2:23]([O:32][C:33]([NH:15][C:14]1[CH:16]=[CH:17][N:10]([C@@H:1]2[O:7][C@H:6]([CH2:8][OH:9])[C@@H:4]([OH:5])[C@@H:2]2[OH:3])[C:11](=[O:12])[N:13]=1)=[O:34])[CH2:24][CH2:25][CH2:26][CH2:27][CH2:28][CH2:29][CH2:30][CH3:31] |f:1.2|. Procedure: In 120 ml of dimethylacetamide, 6.0 g of arabinofuranosylcytosine is dissolved and to the resultant solution are added 4.15 g of sodium hydrogen carbonate and 7.66 g of nonyloxycarbonyl chloride. The mixture is then allowed to react under stirring at 20 to 25° C. for 2 hours. After the reaction, the solvent is removed under reduced pressure and the residue is dissolved in a small amount of ethanol. Water is then added to the resultant solution and the precipitated solids are collected by filtrat... Reactants: Cl, [C-]#[N+]c1cccc(-c2nccc3c(=O)c(-c4ccc(C5(NC(=O)OC(C)(C)C)CCC5)cc4)c(-c4ccccc4)oc23)c1, Cc1nn(C)c(C)c1-c1nccc2c(=O)c(-c3ccc(C4(N)CCC4)cc3)c(-c3ccccc3)oc12, C1COCCO1. Yields the product [C-]#[N+]c1cccc(-c2nccc3c(=O)c(-c4ccc(C5(N)CCC5)cc4)c(-c4ccccc4)oc23)c1. As a reaction SMILES: [ClH:80].[N+:37](#[C-:38])[c:39]1[cH:40][c:41](-[c:45]2[n:46][cH:47][cH:48][c:49]3[c:50]2[o:51][c:52](-[c:74]2[cH:75][cH:76][cH:77][cH:78][cH:79]2)[c:53](-[c:56]2[cH:57][cH:58][c:59]([C:62]4([NH:66][C:67](=[O:68])[O:69][C:70]([CH3:71])([CH3:72])[CH3:73])[CH2:63][CH2:64][CH2:65]4)[cH:60][cH:61]2)[c:54]3=[O:55])[cH:42][cH:43][cH:44]1.[NH2:1][C:2]1([c:3]2[cH:4][cH:5][c:6](-[c:7]3[c:8](=[O:9])[c:10]4[c:11]([o:12][c:13]3-[c:14]3[cH:15][cH:16][cH:17][cH:18][cH:19]3)[c:20](-[c:21]3[c:22]([CH3:23])[n:24][n:25]([CH3:26])[c:27]3[CH3:28])[n:29][cH:30][cH:31]4)[cH:32][cH:33]2)[CH2:34][CH2:35][CH2:36]1.[O:81]1[CH2:82][CH2:83][O:84][CH2:85][CH2:86]1>>[N+:37](#[C-:38])[c:39]1[cH:40][c:41](-[c:45]2[n:46][cH:47][cH:48][c:49]3[c:50]2[o:51][c:52](-[c:74]2[cH:75][cH:76][cH:77][cH:78][cH:79]2)[c:53](-[c:56]2[cH:57][cH:58][c:59]([C:62]4([NH2:66])[CH2:63][CH2:64][CH2:65]4)[cH:60][cH:61]2)[c:54]3=[O:55])[cH:42][cH:43][cH:44]1. The reactants are OC1=C(C=CC(=C1CCC)O)C(C)=O (1-(2,4-dihydroxy-3-propylphenyl)ethanone), C(C)OC(CCOC1=C(C(=C(C=C1)C(C)=O)OCCCBr)CCC)=O (racemic-[4-acetyl-3-(3-bromopropoxy)-2-propylphenoxy]methylacetic acid ethyl ester), C([O-])([O-])=O.[K+].[K+] (potassium carbonate). The solvent is CC(=O)C (acetone), CN(C=O)C (dimethylformamide). Product: C(C)OC(CCOC1=C(C(=C(C=C1)C(C)=O)OCCCOC1=C(C(=C(C=C1)C(C)=O)O)CCC)CCC)=O (racemic-[4-acetyl-3-[3-(4-acetyl-3-hydroxy-2-propylphenoxy)propoxy]-2-propylphenoxy]methylacetic acid ethyl ester). The yield is 68.7%. Reaction SMILES: [OH:1][C:2]1[C:7]([CH2:8][CH2:9][CH3:10])=[C:6]([OH:11])[CH:5]=[CH:4][C:3]=1[C:12](=[O:14])[CH3:13].[CH2:15]([O:17][C:18](=[O:39])[CH2:19][CH2:20][O:21][C:22]1[CH:27]=[CH:26][C:25]([C:28](=[O:30])[CH3:29])=[C:24]([O:31][CH2:32][CH2:33][CH2:34]Br)[C:23]=1[CH2:36][CH2:37][CH3:38])[CH3:16].C(=O)([O-])[O-].[K+].[K+]>CC(C)=O.CN(C)C=O>[CH2:15]([O:17][C:18](=[O:39])[CH2:19][CH2:20][O:21][C:22]1[CH:27]=[CH:26][C:25]([C:28](=[O:30])[CH3:29])=[C:24]([O:31][CH2:32][CH2:33][CH2:34][O:11][C:6]2[CH:5]=[CH:4][C:3]([C:12](=[O:14])[CH3:13])=[C:2]([OH:1])[C:7]=2[CH2:8][CH2:9][CH3:10])[C:23]=1[CH2:36][CH2:37][CH3:38])[CH3:16] |f:2.3.4|. Procedure: A mixture of 3.0 g of 1-(2,4-dihydroxy-3-propylphenyl)ethanone, 6.4 g of racemic-[4-acetyl-3-(3-bromopropoxy)-2-propylphenoxy]methylacetic acid ethyl ester and 4.3 g of anhydrous potassium carbonate in 100 ml of anhydrous acetone and 50 ml of anhydrous dimethylformamide was stirred at reflux for 20 hours. The reaction mixture was filtered and the filtrate was concentrated in vacuo to a red oil which was purified by high pressure liquid chromatography using 25% ethyl acetate-hexane to give 5.6 g ...